From a dataset of the Open Reaction Database (ORD), a public repository of structured organic reaction records. describe an organic reaction: reactants, conditions, products, and yield The reactants are O=C1CCC(=O)N1Br, CS(=O)(=O)N(Cc1ccccc1)c1cccc(C(O)CN(CCO)Cc2ccccc2)c1, ClCCl, c1ccc(P(c2ccccc2)c2ccccc2)cc1. Yields the product CS(=O)(=O)N(Cc1ccccc1)c1cccc(C(O)CN(CCBr)Cc2ccccc2)c1. As a reaction SMILES: [Br:52][N:53]1[C:54](=[O:55])[CH2:56][CH2:57][C:58]1=[O:59].[CH2:1]([c:2]1[cH:3][cH:4][cH:5][cH:6][cH:7]1)[N:8]([CH2:9][CH2:10][OH:11])[CH2:12][CH:13]([OH:14])[c:15]1[cH:16][c:17]([N:21]([S:22](=[O:23])(=[O:24])[CH3:25])[CH2:26][c:27]2[cH:28][cH:29][cH:30][cH:31][cH:32]2)[cH:18][cH:19][cH:20]1.[CH2:60]([Cl:61])[Cl:62].[c:33]1([P:34]([c:35]2[cH:36][cH:37][cH:38][cH:39][cH:40]2)[c:41]2[cH:42][cH:43][cH:44][cH:45][cH:46]2)[cH:47][cH:48][cH:49][cH:50][cH:51]1>>[CH2:1]([c:2]1[cH:3][cH:4][cH:5][cH:6][cH:7]1)[N:8]([CH2:9][CH2:10][Br:52])[CH2:12][CH:13]([OH:14])[c:15]1[cH:16][c:17]([N:21]([S:22](=[O:23])(=[O:24])[CH3:25])[CH2:26][c:27]2[cH:28][cH:29][cH:30][cH:31][cH:32]2)[cH:18][cH:19][cH:20]1. Reactants: CCCC[Sn](CCCC)(CCCC)c1ccnc(C)c1, CCOC(C)=O, CCOC(=O)C(C(=O)OCC)c1cnc(Cl)c(C)c1, CN(C)C=O, c1ccc(P(c2ccccc2)(c2ccccc2)[Pd](P(c2ccccc2)(c2ccccc2)c2ccccc2)(P(c2ccccc2)(c2ccccc2)c2ccccc2)P(c2ccccc2)(c2ccccc2)c2ccccc2)cc1. The product is CCOC(=O)C(C(=O)OCC)c1cnc(-c2ccnc(C)c2)c(C)c1. RXN SMILES: [CH3:20][c:21]1[n:22][cH:23][cH:24][c:25]([Sn:27]([CH2:28][CH2:29][CH2:30][CH3:31])([CH2:32][CH2:33][CH2:34][CH3:35])[CH2:36][CH2:37][CH2:38][CH3:39])[cH:26]1.[CH3:45][CH2:46][O:47][C:48](=[O:49])[CH3:50].[Cl:1][c:2]1[c:3]([CH3:19])[cH:4][c:5]([CH:8]([C:9](=[O:10])[O:11][CH2:12][CH3:13])[C:14](=[O:15])[O:16][CH2:17][CH3:18])[cH:6][n:7]1.[O:40]=[CH:41][N:42]([CH3:43])[CH3:44].[cH:51]1[cH:52][cH:53][c:54]([P:55]([Pd:56]([P:57]([c:58]2[cH:59][cH:60][cH:61][cH:62][cH:63]2)([c:64]2[cH:65][cH:66][cH:67][cH:68][cH:69]2)[c:70]2[cH:71][cH:72][cH:73][cH:74][cH:75]2)([P:76]([c:77]2[cH:78][cH:79][cH:80][cH:81][cH:82]2)([c:83]2[cH:84][cH:85][cH:86][cH:87][cH:88]2)[c:89]2[cH:90][cH:91][cH:92][cH:93][cH:94]2)[P:95]([c:96]2[cH:97][cH:98][cH:99][cH:100][cH:101]2)([c:102]2[cH:103][cH:104][cH:105][cH:106][cH:107]2)[c:108]2[cH:109][cH:110][cH:111][cH:112][cH:113]2)([c:114]2[cH:115][cH:116][cH:117][cH:118][cH:119]2)[c:120]2[cH:121][cH:122][cH:123][cH:124][cH:125]2)[cH:126][cH:127]1>>[c:2]1(-[c:25]2[cH:24][cH:23][n:22][c:21]([CH3:20])[cH:26]2)[c:3]([CH3:19])[cH:4][c:5]([CH:8]([C:9](=[O:10])[O:11][CH2:12][CH3:13])[C:14](=[O:15])[O:16][CH2:17][CH3:18])[cH:6][n:7]1. Yields the product ClC1=CC(=CC=2CN3C(C(N(C21)C)=O)CCC3)OC (9-Chloro-1,2,3,5,10,11a-hexahydro-7 -methoxy-10-methyl-11 H-pyrrolo[2,1-c] [1,4] benzodiazepin-11 -one). Solvent: O1CCCC1 (tetrahydrofuran). Procedure: This compound is obtained when a mixture of 1M borane in tetrahydrofuran and 9-chloro-1,2,3,11 a-tetrahydro-7-methoxy-10-methyl-5 H-pyrrolo[2,1-c] [1,4] benzodiazepin-5,11 -(10H)-dione (prepared from proline and 3-chloro-5 -methoxy-N-(methylisatoic anhydride as described in Example 1) are allowed to react as described in Example 1. Reaction SMILES: B.N1CCC[C@H]1C(O)=O.Cl.[Cl:11][C:12]1[C:22]2[N:21]([CH3:23])[C:20](=[O:24])[CH:19]3[CH2:25][CH2:26][CH2:27][N:18]3[C:17](=O)[C:16]=2[CH:15]=[C:14]([O:29][CH3:30])[CH:13]=1>O1CCCC1>[Cl:11][C:12]1[C:22]2[N:21]([CH3:23])[C:20](=[O:24])[CH:19]3[CH2:25][CH2:26][CH2:27][N:18]3[CH2:17][C:16]=2[CH:15]=[C:14]([O:29][CH3:30])[CH:13]=1. The reactants are N1[C@H](C(=O)O)CCC1 (proline), Cl (HCl), B (borane), ClC1=CC(=CC=2C(N3C(C(N(C21)C)=O)CCC3)=O)OC (9-chloro-1,2,3,11 a-tetrahydro-7-methoxy-10-methyl-5 H-pyrrolo[2,1-c] [1,4] benzodiazepin-5,11 -(10H)-dione). Reactants: ClC1=CC(=CC=C1)C(=O)OO (Meta-chloroperbenzoic acid), solution, CS(=O)(=O)CC1=NC=CC=C1 (2-(methylsulfonylmethyl)-pyridine). Solvent: C(CCl)Cl (ethylene chloride). Run at time 8 hour. Yields the product CS(=O)(=O)CC1=[N+](C=CC=C1)[O-] (2-(methylsulfonylmethyl)-pyridine 1-oxide). As a reaction SMILES: ClC1C=CC=C(C(OO)=[O:9])C=1.[CH3:12][S:13]([CH2:16][C:17]1[CH:22]=[CH:21][CH:20]=[CH:19][N:18]=1)(=[O:15])=[O:14]>C(Cl)CCl>[CH3:12][S:13]([CH2:16][C:17]1[CH:22]=[CH:21][CH:20]=[CH:19][N+:18]=1[O-:9])(=[O:15])=[O:14]. Reported procedure: Meta-chloroperbenzoic acid, 85% solution, 1.27 g., 6 mmoles) was added to 2-(methylsulfonylmethyl)-pyridine .08 g., 6 mmoles) in 10 mls. of ethylene chloride. The resulting solution was allowed to stand at room temperature overnight and then was chilled and filtered. The filtrate was evaporated and cyrstallization of the oily residue was induced by scratching. Recrystallization from toluene and isopropanol gave 0.6 g. of the title compound as white needles (melting range 153-155° C.). Analysis f... Starting materials: COC1=CC=C(C=C1)N1N=C(C2=C1C(N(CC2)C2=CC=C(C=C2)N2C(=NC=C2)CN(C(OCC2=CC=CC=C2)=O)C)=C)C(F)(F)F (Benzyl (1-{4-[1-(4-methoxyphenyl)-7-methylene-3-(trifluoromethyl)-1,4,5,7-tetrahydro-6H-pyrazolo[3,4-c]pyridin-6-yl]phenyl}-1H-imidazol-2-yl)methyl(methyl)carbamate), C(=O)(C(F)(F)F)O (TFA). Product: FC(C(=O)O)(F)F.FC(C(=O)O)(F)F.COC1=CC=C(C=C1)N1N=C(C2=C1C(N(CC2)C2=CC=C(C=C2)N2C(=NC=C2)CNC)=O)C(F)(F)F (1-(4-methoxyphenyl)-6-(4-{2-[(methylamino)methyl]-1H-imidazol-1-yl}phenyl)-3-(trifluoromethyl)-1,4,5,6-tetrahydro-7H-pyrazolo[3,4-c]pyridin-7-one bis(trifluoroacetic acid)salt). As a reaction SMILES: [CH3:1][O:2][C:3]1[CH:8]=[CH:7][C:6]([N:9]2[C:13]3[C:14](=C)[N:15]([C:18]4[CH:23]=[CH:22][C:21]([N:24]5[CH:28]=[CH:27][N:26]=[C:25]5[CH2:29][N:30]([CH3:41])C(=O)OCC5C=CC=CC=5)=[CH:20][CH:19]=4)[CH2:16][CH2:17][C:12]=3[C:11]([C:43]([F:46])([F:45])[F:44])=[N:10]2)=[CH:5][CH:4]=1.[C:47]([OH:53])([C:49]([F:52])([F:51])[F:50])=[O:48]>>[F:50][C:49]([F:52])([F:51])[C:47]([OH:53])=[O:48].[F:50][C:49]([F:52])([F:51])[C:47]([OH:53])=[O:48].[CH3:1][O:2][C:3]1[CH:4]=[CH:5][C:6]([N:9]2[C:13]3[C:14](=[O:48])[N:15]([C:18]4[CH:19]=[CH:20][C:21]([N:24]5[CH:28]=[CH:27][N:26]=[C:25]5[CH2:29][NH:30][CH3:41])=[CH:22][CH:23]=4)[CH2:16][CH2:17][C:12]=3[C:11]([C:43]([F:46])([F:45])[F:44])=[N:10]2)=[CH:7][CH:8]=1 |f:2.3.4|. Procedure details: Benzyl (1-{4-[1-(4-methoxyphenyl)-7-methylene-3-(trifluoromethyl)-1,4,5,7-tetrahydro-6H-pyrazolo[3,4-c]pyridin-6-yl]phenyl}-1H-imidazol-2-yl)methyl(methyl)carbamate (100 mg) was heated with 5 mL of TFA at 80° C. for 1 h. The solvent was removed and dried under vacuum. The crude product was purified by reverse phase HPLC (C18 reverse phase column, eluted with a H2O/CH3CN gradient with 0.05% TFA) to give 20.0 mg of the desired product as the bis-TFA salt. MS (ES+): 497.5, (M+H)+. 1HNMR (CDCl3): δ ...